Dataset: the Open Reaction Database (ORD), a public repository of structured organic reaction records. Task: describe an organic reaction: reactants, conditions, products, and yield Reactants: C(=O)(OC(C)(C)C)N1CCC(CC1)CCCCI (4-(N-BOC-Piperidin-4-yl)butyl iodide), C(=O)([O-])[O-].[Cs+].[Cs+] (Cs2CO3), OC1=NOC(=C1)C(=O)OC (methyl 3-hydroxy-5-isoxazolecarboxylate), CN(C)C=O (DMF). Run in CCOCC (ether). Conditions: time 20 hour. The product is C(=O)(OC(C)(C)C)N1CCC(CC1)CCCCOC1=NOC(=C1)C(=O)OC (Methyl 3-[4-(N-BOC-Piperidin-4-yl)butyloxy]isoxazole-5-carboxylate). Yield: 87.2%. Reaction SMILES: [C:1]([N:8]1[CH2:13][CH2:12][CH:11]([CH2:14][CH2:15][CH2:16][CH2:17]I)[CH2:10][CH2:9]1)([O:3][C:4]([CH3:7])([CH3:6])[CH3:5])=[O:2].C([O-])([O-])=O.[Cs+].[Cs+].[OH:25][C:26]1[CH:30]=[C:29]([C:31]([O:33][CH3:34])=[O:32])[O:28][N:27]=1.CN(C=O)C>CCOCC>[C:1]([N:8]1[CH2:13][CH2:12][CH:11]([CH2:14][CH2:15][CH2:16][CH2:17][O:25][C:26]2[CH:30]=[C:29]([C:31]([O:33][CH3:34])=[O:32])[O:28][N:27]=2)[CH2:10][CH2:9]1)([O:3][C:4]([CH3:7])([CH3:6])[CH3:5])=[O:2] |f:1.2.3|. Reported procedure: A mixture of 4-3 (3.0 g, 8.1 mmol), Cs2CO3 (2.6 g, 8.1 mmol), methyl 3-hydroxy-5-isoxazolecarboxylate (Aldrich) (1.2 g, 8.1 mmol), and DMF (20 mL) was stirred at ambient temperature for 20 h. The reaction mixture was diluted with ether and then washed with H2O and brine, dried (MgSO4), and concentrated. Flash chromatography (silica, 3% acetone/CH2Cl2) gave 4-4 (2.7 g) as a colorless solid. Rf 0.17 (silica, 3% acetone/CH2Cl2). The reactants are COC(=O)CCCCCBr, CN(C)C=O, Cc1c(-c2cccnc2)[nH]c2ccc(Cl)cc12, [H-], [Na+], O. Yields the product COC(=O)CCCCCn1c(-c2cccnc2)c(C)c2cc(Cl)ccc21. As a reaction SMILES: [Br:20][CH2:21][CH2:22][CH2:23][CH2:24][CH2:25][C:26](=[O:27])[O:28][CH3:29].[CH3:31][N:32]([CH3:33])[CH:34]=[O:35].[Cl:3][c:4]1[cH:5][c:6]2[c:7]([CH3:19])[c:8](-[c:13]3[cH:14][n:15][cH:16][cH:17][cH:18]3)[nH:9][c:10]2[cH:11][cH:12]1.[H-:1].[Na+:2].[OH2:30]>>[Cl:3][c:4]1[cH:5][c:6]2[c:7]([CH3:19])[c:8](-[c:13]3[cH:14][n:15][cH:16][cH:17][cH:18]3)[n:9]([CH2:21][CH2:22][CH2:23][CH2:24][CH2:25][C:26](=[O:27])[O:28][CH3:29])[c:10]2[cH:11][cH:12]1. The reactants are O (water), C(Cl)Cl (CH2Cl2), N1C=C(C2=CC=CC=C12)C1=NC(=NC=C1C)NC1=C(C=C(C(=C1)[N+](=O)[O-])N1CCN(CC1)C)OC (4-(1H-indol-3-yl)-N-[2-methoxy-4-(4-methylpiperazin-1-yl)-5-nitrophenyl]-5-methylpyrimidin-2-amine), N1C=C(C2=CC=CC=C12)C1=NC(=NC=C1C)NC1=C(C=C(C(=C1)[N+](=O)[O-])N1CCN(CC1)C)OC (4-(1H-indol-3-yl)-N-[2-methoxy-4-(4-methylpiperazin-1-yl)-5-nitrophenyl]-5-methylpyrimidin-2-amine), [NH4+].[Cl-] (NH4Cl). Reagents/catalysts: [Fe] (iron). The solvent is CO (CH3OH), C(C)O (ethanol). Conditions: time 0.25 hour. Yields the product N1C=C(C2=CC=CC=C12)C1=NC(=NC=C1C)NC=1C=C(C(=CC1OC)N1CCN(CC1)C)N (N′-[4-(1H-Indol-3-yl)-5-methylpyrimidin-2-yl]-4-methoxy-6-(4-methylpiperazin-1-yl)benzene-1,3-diamine). Yield: 77.2%. RXN SMILES: [NH:1]1[C:9]2[C:4](=[CH:5][CH:6]=[CH:7][CH:8]=2)[C:3]([C:10]2[C:15]([CH3:16])=[CH:14][N:13]=[C:12]([NH:17][C:18]3[CH:23]=[C:22]([N+:24]([O-])=O)[C:21]([N:27]4[CH2:32][CH2:31][N:30]([CH3:33])[CH2:29][CH2:28]4)=[CH:20][C:19]=3[O:34][CH3:35])[N:11]=2)=[CH:2]1.[NH4+].[Cl-].O.C(Cl)Cl>C(O)C.[Fe].CO>[NH:1]1[C:9]2[C:4](=[CH:5][CH:6]=[CH:7][CH:8]=2)[C:3]([C:10]2[C:15]([CH3:16])=[CH:14][N:13]=[C:12]([NH:17][C:18]3[CH:23]=[C:22]([NH2:24])[C:21]([N:27]4[CH2:28][CH2:29][N:30]([CH3:33])[CH2:31][CH2:32]4)=[CH:20][C:19]=3[O:34][CH3:35])[N:11]=2)=[CH:2]1 |f:1.2|. Reported procedure: A mixture of 4-(1H-indol-3-yl)-N-[2-methoxy-4-(4-methylpiperazin-1-yl)-5-nitrophenyl]-5-methylpyrimidin-2-amine (Intermediate 13, 157 mg, 0.33 mmol), iron (111 mg, 1.99 mmol) and NH4Cl (12.41 mg, 0.23 mmol) was heated in ethanol (6 mL) and water (2 mL) at reflux for 2 h. The mixture was then cooled and concentrated in vacuo to give a thick slurry. CH2Cl2 (100 mL) and CH3OH (10 mL) were then added and the mixture was stirred for 0.25 h, then filtered. The filter cake was washed with CH2Cl2 (50 mL... Reactants: Cc1ccc(S(=O)(=O)OCC2Cc3cccc(OS(=O)(=O)C(F)(F)F)c3O2)cc1, CCOCC, OB(O)c1cc(C(F)(F)F)cc(C(F)(F)F)c1, [K+], [K+], [K+], C1COCCO1, O=P([O-])([O-])[O-], c1ccc(P(c2ccccc2)(c2ccccc2)[Pd](P(c2ccccc2)(c2ccccc2)c2ccccc2)(P(c2ccccc2)(c2ccccc2)c2ccccc2)P(c2ccccc2)(c2ccccc2)c2ccccc2)cc1. Product: Cc1ccc(S(=O)(=O)OCC2Cc3cccc(-c4cc(C(F)(F)F)cc(C(F)(F)F)c4)c3O2)cc1. Reaction SMILES: [CH3:1][c:2]1[cH:3][cH:4][c:5]([S:8](=[O:9])(=[O:10])[O:11][CH2:12][CH:13]2[O:14][c:15]3[c:16]([cH:18][cH:19][cH:20][c:21]3[O:22][S:23]([C:24]([F:25])([F:26])[F:27])(=[O:28])=[O:29])[CH2:17]2)[cH:6][cH:7]1.[CH3:61][CH2:62][O:63][CH2:64][CH3:65].[F:30][C:31]([c:32]1[cH:33][c:34]([B:42]([OH:43])[OH:44])[cH:35][c:36]([C:38]([F:39])([F:40])[F:41])[cH:37]1)([F:45])[F:46].[K+:52].[K+:53].[K+:54].[O:55]1[CH2:56][CH2:57][O:58][CH2:59][CH2:60]1.[P:47]([O-:48])([O-:49])([O-:50])=[O:51].[cH:66]1[cH:67][cH:68][c:69]([P:70]([Pd:71]([P:72]([c:73]2[cH:74][cH:75][cH:76][cH:77][cH:78]2)([c:79]2[cH:80][cH:81][cH:82][cH:83][cH:84]2)[c:85]2[cH:86][cH:87][cH:88][cH:89][cH:90]2)([P:91]([c:92]2[cH:93][cH:94][cH:95][cH:96][cH:97]2)([c:98]2[cH:99][cH:100][cH:101][cH:102][cH:103]2)[c:104]2[cH:105][cH:106][cH:107][cH:108][cH:109]2)[P:110]([c:111]2[cH:112][cH:113][cH:114][cH:115][cH:116]2)([c:117]2[cH:118][cH:119][cH:120][cH:121][cH:122]2)[c:123]2[cH:124][cH:125][cH:126][cH:127][cH:128]2)([c:129]2[cH:130][cH:131][cH:132][cH:133][cH:134]2)[c:135]2[cH:136][cH:137][cH:138][cH:139][cH:140]2)[cH:141][cH:142]1>>[CH3:1][c:2]1[cH:3][cH:4][c:5]([S:8](=[O:9])(=[O:10])[O:11][CH2:12][CH:13]2[O:14][c:15]3[c:16]([cH:18][cH:19][cH:20][c:21]3-[c:34]3[cH:33][c:32]([C:31]([F:30])([F:45])[F:46])[cH:37][c:36]([C:38]([F:39])([F:40])[F:41])[cH:35]3)[CH2:17]2)[cH:6][cH:7]1.